This data is from the Open Reaction Database (ORD), a public repository of structured organic reaction records. The task is: describe an organic reaction: reactants, conditions, products, and yield The reactants are CO, CCCOc1ccc(C=CC(=O)OC(C)(C)C)cc1-c1nc2c(C)cccc2c(=O)[nH]1, [Na+], [OH-]. The product is CCCOc1ccc(C=CC(=O)O)cc1-c1nc2c(C)cccc2c(=O)[nH]1. RXN SMILES: [CH3:34][OH:35].[CH3:3][c:4]1[cH:5][cH:6][cH:7][c:8]2[c:9](=[O:33])[nH:10][c:11](-[c:14]3[cH:15][c:16]([CH:17]=[CH:18][C:19](=[O:20])[O:21][C:22]([CH3:23])([CH3:24])[CH3:25])[cH:26][cH:27][c:28]3[O:29][CH2:30][CH2:31][CH3:32])[n:12][c:13]12.[Na+:2].[OH-:1]>>[CH3:3][c:4]1[cH:5][cH:6][cH:7][c:8]2[c:9](=[O:33])[nH:10][c:11](-[c:14]3[cH:15][c:16]([CH:17]=[CH:18][C:19](=[O:20])[OH:21])[cH:26][cH:27][c:28]3[O:29][CH2:30][CH2:31][CH3:32])[n:12][c:13]12.